Task: describe an organic reaction: reactants, conditions, products, and yield. Dataset: the Open Reaction Database (ORD), a public repository of structured organic reaction records Reactants: CC(CC)(CC)C1=CC=C(C=C1)O (4-(3-methylpent-3-yl)phenol), C(C)O (ethanol). Reagents/catalysts: [Rh] (rhodium on carbon). The solvent is C(C)(=O)O (acetic acid). The product is CC(CC)(CC)C1CCC(CC1)O (4-(3-methylpent-3-yl)cyclohexanol). Yield: 93.0%. As a reaction SMILES: [CH3:1][C:2]([C:7]1[CH:12]=[CH:11][C:10]([OH:13])=[CH:9][CH:8]=1)([CH2:5][CH3:6])[CH2:3][CH3:4].C(O)C>[Rh].C(O)(=O)C>[CH3:1][C:2]([CH:7]1[CH2:8][CH2:9][CH:10]([OH:13])[CH2:11][CH2:12]1)([CH2:5][CH3:6])[CH2:3][CH3:4]. Procedure: A mixture of the 4-(3-methylpent-3-yl)phenol (365 g, 2.05 mol), ethanol (600 g), acetic acid (5.0 g) and 5% rhodium on carbon (8.0 g) was hydrogenated at 100 psi and 60° C. until the hydrogen absorption essentially ceased. The reaction mixture was filtered to remove the catalyst and the solvent was removed on a rotary evaporator. The resulting oil was washed with 10% sodium bicarbonate (200 ml) and then with water (200 ml portions) until a neutral pH (7) was indicated. Distillation of the crude ... Starting materials: glass, COC=1C=CC2=C(NC(=N2)[S@@](=O)CC2=NC=C(C(=C2C)OC)C)C1 ((5)6-methoxy-2-[[(4-methoxy-3,5-dimethyl-2-pyridinyl)-methyl]sulfinyl]-1H-benzimidazole), (5)6-methoxy. Solvent: CO (methanol). Run at time 4 day. The product is COC=1C=CC2=C(NC(=N2)S(=O)CC2=NC=C(C(=C2C)OC)C)C1 (6-methoxy-2-[[(4-methoxy-3,5-dimethyl-2-pyridinyl)-methyl]sulfinyl]-1H-benzimidazole). As a reaction SMILES: [CH3:1][O:2][C:3]1[CH:4]=[CH:5][C:6]2[N:10]=[C:9]([S@:11]([CH2:13][C:14]3[C:19]([CH3:20])=[C:18]([O:21][CH3:22])[C:17]([CH3:23])=[CH:16][N:15]=3)=[O:12])[NH:8][C:7]=2[CH:24]=1>CO>[CH3:1][O:2][C:3]1[CH:4]=[CH:5][C:6]2[N:10]=[C:9]([S:11]([CH2:13][C:14]3[C:19]([CH3:20])=[C:18]([O:21][CH3:22])[C:17]([CH3:23])=[CH:16][N:15]=3)=[O:12])[NH:8][C:7]=2[CH:24]=1. Procedure details: Approximately 850 mL of methanol was placed in a 1 liter glass bottle with a screw cap. The solution was saturated by dissolving approximately 10.5 g of (5)6-methoxy-2-[[(4-methoxy-3,5-dimethyl-2-pyridinyl)-methyl]sulfinyl]-1H-benzimidazole, and the resulting solution was stirred. Once the solution was saturated, an additional 17 g of (5)6-methoxy-2-[[(4-methoxy-3,5-dimethyl-2-pyridinyl-methyl]sulfinyl]-1H-benzimidazole was added to the saturated solution to create a suspension. The cap was seal...